Dataset: the Open Reaction Database (ORD), a public repository of structured organic reaction records. Task: describe an organic reaction: reactants, conditions, products, and yield Starting materials: C1(=CC=CC=C1)C (toluene), NC=1C=C(/C=C/C=2SC3=C(N2)C=CC=C3)C=CC1 (2-(trans-3-aminostyryl)benzothiazole), BrCCCC(=O)OCC (ethyl 4-bromobutyrate). Solvent: C(C)N(CC)CC (triethylamine). Run at temperature 100 celsius, time 20 hour. The product is C(C)OC(=O)CCCNC=1C=C(/C=C/C=2SC3=C(N2)C=CC=C3)C=CC1 (2-[trans-3-(3-ethoxycarbonylpropyl) aminostyryl]benzothiazole). Isolated yield 65.5%. As a reaction SMILES: C1(C)C=CC=CC=1.[NH2:8][C:9]1[CH:10]=[C:11]([CH:23]=[CH:24][CH:25]=1)/[CH:12]=[CH:13]/[C:14]1[S:15][C:16]2[CH:22]=[CH:21][CH:20]=[CH:19][C:17]=2[N:18]=1.Br[CH2:27][CH2:28][CH2:29][C:30]([O:32][CH2:33][CH3:34])=[O:31]>C(N(CC)CC)C>[CH2:33]([O:32][C:30]([CH2:29][CH2:28][CH2:27][NH:8][C:9]1[CH:10]=[C:11]([CH:23]=[CH:24][CH:25]=1)/[CH:12]=[CH:13]/[C:14]1[S:15][C:16]2[CH:22]=[CH:21][CH:20]=[CH:19][C:17]=2[N:18]=1)=[O:31])[CH3:34]. Procedure details: To 10 ml of toluene were added 1.0 g of 2-(trans-3-aminostyryl)benzothiazole, 0.78 g of ethyl 4-bromobutyrate and 0.4 g of triethylamine, and the mixture was stirred at 100° C. for 20 hours. After cooled to room temperature, the mixture was extracted with toluene, dried over anhydrous magnesium sulfate and then the solvent was evaporated under reduced pressure. The residue was purified through silica gel column chromatography by use of ethyl acetate-n-hexane to obtain 951 mg of the title compoun... The reactants are IC=1C(=NC(N([C@H]2C[C@H](O)[C@@H](CO)O2)C1)=O)N (5-iodo-2′-deoxycytidine), compound ( 57 ), o-bis(trimethylsilyl)acetamide. Solvent: C(C)#N (acetonitrile). Product: [C@@H]1(C[C@H](O)[C@@H](CO)O1)N1C(=O)N=C(N)C=C1 (2′-deoxycytidine). The yield is 111.9%. As a reaction SMILES: I[C:2]1[C:3]([NH2:17])=[N:4][C:5](=[O:16])[N:6]([CH:15]=1)[C@@H:7]1[O:14][C@H:11]([CH2:12][OH:13])[C@@H:9]([OH:10])[CH2:8]1>C(#N)C>[C@@H:7]1([N:6]2[CH:15]=[CH:2][C:3]([NH2:17])=[N:4][C:5]2=[O:16])[O:14][C@H:11]([CH2:12][OH:13])[C@@H:9]([OH:10])[CH2:8]1. Reported procedure: Into acetonitrile (30 mL), 1.0 g of 5-iodo-2′-deoxycytidine [the compound (57) in the above synthesis route], (manufactured by Wako Pure Chemical Industries, Ltd.), was suspended, and after the addition of o-bis(trimethylsilyl)acetamide (TMS-Acetamide) (3 mL) by purging with Ar, the solution was subjected to stirring under refluxing for 2 hours. After cooling the reaction solution to room temperature, bis(acetonitrile)dichloropalladium (II) [PdCl2(CH3CN)2] (40 mg) and 2 g of the partial linker A... Starting materials: Clc1ccccc1Cl, N, O=C(c1ccccc1)c1ccccc1, O=C(O)c1ccccc1. Product: N=C(c1ccccc1)c1ccccc1. Reaction SMILES: [Cl:25][c:26]1[cH:27][cH:28][cH:29][cH:30][c:31]1[Cl:32].[NH3:24].[O:1]=[C:2]([c:3]1[cH:4][cH:5][cH:6][cH:7][cH:8]1)[c:9]1[cH:10][cH:11][cH:12][cH:13][cH:14]1.[OH:15][C:16]([c:17]1[cH:18][cH:19][cH:20][cH:21][cH:22]1)=[O:23]>>[C:2]([c:3]1[cH:4][cH:5][cH:6][cH:7][cH:8]1)([c:9]1[cH:10][cH:11][cH:12][cH:13][cH:14]1)=[NH:24]. Run at temperature 60 celsius, time 16 hour. The product is C(C)OC(=O)CCC(=O)C=1C=NC2=C(C=CC=C2C1NCC1=C(C=CC=C1)C)OC (3-(3-ethoxycarbonylpropionyl)-8-methoxy-4-(2-methylbenzylamino)quinoline). Starting materials: ClC1=C(C=NC2=C(C=CC=C12)OC)C(CCC(=O)OCC)=O (4-chloro-3-(3-ethoxycarbonylpropionyl)-8-methoxyquinoline), CC1=C(CN)C=CC=C1 (2-methylbenzylamine). Procedure details: In a flame-dried, three-necked round-bottomed reaction flask equipped with reflux condenser, magnetic stirring bar and rubber septum, there was placed 1.0 g (0.0031 mole) of 4-chloro-3-(3-ethoxycarbonylpropionyl)-8-methoxyquinoline (the product of Preparation C) dissolved in 10 mL of dry tetrahydrofuran. Stirring was commenced and 0.8 mL (750 mg, 0.0062 mole) of 2-methylbenzylamine (available from the Aldrich Chemical Company, Inc. of Milwaukee, Wis.), was added over a two-minute period at room ... The solvent is O1CCCC1 (tetrahydrofuran). As a reaction SMILES: Cl[C:2]1[C:11]2[C:6](=[C:7]([O:12][CH3:13])[CH:8]=[CH:9][CH:10]=2)[N:5]=[CH:4][C:3]=1[C:14](=[O:22])[CH2:15][CH2:16][C:17]([O:19][CH2:20][CH3:21])=[O:18].[CH3:23][C:24]1[CH:31]=[CH:30][CH:29]=[CH:28][C:25]=1[CH2:26][NH2:27]>O1CCCC1>[CH2:20]([O:19][C:17]([CH2:16][CH2:15][C:14]([C:3]1[CH:4]=[N:5][C:6]2[C:11]([C:2]=1[NH:27][CH2:26][C:25]1[CH:28]=[CH:29][CH:30]=[CH:31][C:24]=1[CH3:23])=[CH:10][CH:9]=[CH:8][C:7]=2[O:12][CH3:13])=[O:22])=[O:18])[CH3:21]. Reactants: C(C)OP(=O)(OCC)C=1C=C2C3C(C(OC2=CC1)(C)C)O3 (6-diethylphosphono-2,2-dimethyl-3,4-epoxychromane), OC1=NC=CC=C1 (2-hydroxypyridine). As a reaction SMILES: [CH2:1]([O:3][P:4]([C:9]1[CH:10]=[C:11]2[C:16](=[CH:17][CH:18]=1)[O:15][C:14]([CH3:20])([CH3:19])[CH:13]1[O:21][CH:12]21)([O:6][CH2:7][CH3:8])=[O:5])[CH3:2].[OH:22][C:23]1[CH:28]=[CH:27][CH:26]=[CH:25][N:24]=1>[OH-].C([N+](C)(C)C)C1C=CC=CC=1>[CH2:1]([O:3][P:4]([C:9]1[CH:10]=[C:11]2[C:16](=[CH:17][CH:18]=1)[O:15][C:14]([CH3:20])([CH3:19])[C@@H:13]([OH:21])[C@@H:12]2[N:24]1[CH:25]=[CH:26][CH:27]=[CH:28][C:23]1=[O:22])([O:6][CH2:7][CH3:8])=[O:5])[CH3:2] |f:2.3|. Procedure details: A mixture containing 5.6 g of 6-diethylphosphono-2,2-dimethyl-3,4-epoxychromane, 2.5 g of 2-hydroxypyridine and 4 drops of benzyltrimethylammonium hydroxide is refluxed for 48 hours. After the dioxane has been concentrated, the residue is taken up in methylene chloride and the mixture is washed twice with water and then dried over sodium sulfate and concentrated to dryness. Ethyl ether is added and the product crystallizes. After recrystallization from ethyl acetate, 1.5 g of the expected produc... Reagents/catalysts: [OH-].C(C1=CC=CC=C1)[N+](C)(C)C (benzyltrimethylammonium hydroxide). Product: C(C)OP(=O)(OCC)C=1C=C2[C@H]([C@@H](C(OC2=CC1)(C)C)O)N1C(C=CC=C1)=O (trans-6-Diethylphosphono-4-(1,2-dihydro-2-oxopyrid-1-yl)-2,2-dimethylchroman-3-ol). The reactants are CCCCc1nnc(OCC2CN(C(=O)OC(C)(C)C)CCC2OC(=O)c2ccc([N+](=O)[O-])cc2)cc1-c1ccc(OC2CCCCC2)cc1, CO, [Na+], [OH-], O. The product is CCCCc1nnc(OCC2CN(C(=O)OC(C)(C)C)CCC2O)cc1-c1ccc(OC2CCCCC2)cc1. RXN SMILES: [C:1]([CH3:2])([CH3:3])([CH3:4])[O:5][C:6](=[O:7])[N:8]1[CH2:9][CH:10]([CH2:26][O:27][c:28]2[n:29][n:30][c:31]([CH2:47][CH2:48][CH2:49][CH3:50])[c:32](-[c:34]3[cH:35][cH:36][c:37]([O:40][CH:41]4[CH2:42][CH2:43][CH2:44][CH2:45][CH2:46]4)[cH:38][cH:39]3)[cH:33]2)[CH:11]([O:14][C:15](=[O:16])[c:17]2[cH:18][cH:19][c:20]([N+:21]([O-:22])=[O:23])[cH:24][cH:25]2)[CH2:12][CH2:13]1.[CH3:53][OH:54].[Na+:52].[OH-:51].[OH2:55]>>[C:1]([CH3:2])([CH3:3])([CH3:4])[O:5][C:6](=[O:7])[N:8]1[CH2:9][CH:10]([CH2:26][O:27][c:28]2[n:29][n:30][c:31]([CH2:47][CH2:48][CH2:49][CH3:50])[c:32](-[c:34]3[cH:35][cH:36][c:37]([O:40][CH:41]4[CH2:42][CH2:43][CH2:44][CH2:45][CH2:46]4)[cH:38][cH:39]3)[cH:33]2)[CH:11]([OH:14])[CH2:12][CH2:13]1.